This data is from the Open Reaction Database (ORD), a public repository of structured organic reaction records. The task is: describe an organic reaction: reactants, conditions, products, and yield The reactants are C(C)(=O)Cl (acetyl chloride), O (water), C(C)(=O)N1CCC2=C(C=CC=C12)OC (1-acetyl-4-methoxyindoline), [Al+3].[Cl-].[Cl-].[Cl-] (AlCl3). Run in CCOC(=O)C (EtOAc), ClCCCl (1,2-dichloroethane), CCOCC (Et2O). Run at temperature 50 celsius. Product: C(C)(=O)N1CCC2=C(C=CC(=C12)C(C)=O)OC (1,7-Diacetyl-4-methoxyindoline). Isolated yield 45.3%. RXN SMILES: [C:1]([N:4]1[C:12]2[C:7](=[C:8]([O:13][CH3:14])[CH:9]=[CH:10][CH:11]=2)[CH2:6][CH2:5]1)(=[O:3])[CH3:2].[C:15](Cl)(=[O:17])[CH3:16].[Al+3].[Cl-].[Cl-].[Cl-].O>ClCCCl.CCOCC.CCOC(C)=O>[C:1]([N:4]1[C:12]2[C:7](=[C:8]([O:13][CH3:14])[CH:9]=[CH:10][C:11]=2[C:15](=[O:17])[CH3:16])[CH2:6][CH2:5]1)(=[O:3])[CH3:2] |f:2.3.4.5|. Reported procedure: To a solution of 1-acetyl-4-methoxyindoline (4.02 g, 21 mmol) in dry 1,2-dichloroethane (30 ml) cooled in ice was added acetyl chloride (2.1 ml, 30 mmol). Powdered anhydrous AlCl3 (8.4 g, 63 mmol) was added portionwise with stirring. The mixture was stirred at rt overnight, then warmed to 50° C. for 2 h. The red/brown slurry was poured into acidified cold water (200 ml) and extracted with CH2Cl2. The combined organic phases were washed with 0.5 M aq. NaOH and brine, dried and evaporated to give ... Yields the product CC(C)c1ccccc1Sc1c(O)cc(-c2ccc(OCC(=O)O)cc2)oc1=O. The reactants are CCOC(=O)COc1ccc(-c2cc(O)c(Sc3ccccc3C(C)C)c(=O)o2)cc1, Cl, [Na+], C1CCOC1, [OH-], O. As a reaction SMILES: [CH2:6]([CH3:7])[O:8][C:9]([CH2:10][O:11][c:12]1[cH:13][cH:14][c:15](-[c:18]2[o:19][c:20](=[O:35])[c:21]([S:25][c:26]3[c:27]([CH:32]([CH3:33])[CH3:34])[cH:28][cH:29][cH:30][cH:31]3)[c:22]([OH:24])[cH:23]2)[cH:16][cH:17]1)=[O:36].[ClH:39].[Na+:38].[O:1]1[CH2:2][CH2:3][CH2:4][CH2:5]1.[OH-:37].[OH2:40]>>[O:8]=[C:9]([CH2:10][O:11][c:12]1[cH:13][cH:14][c:15](-[c:18]2[o:19][c:20](=[O:35])[c:21]([S:25][c:26]3[c:27]([CH:32]([CH3:33])[CH3:34])[cH:28][cH:29][cH:30][cH:31]3)[c:22]([OH:24])[cH:23]2)[cH:16][cH:17]1)[OH:36]. Reactants: Cl (hydrogen chloride), C(#N)C1=CC=C(C=CC(=O)OC)C=C1 (Methyl 4-cyanocinnamate), ClC(C#N)(Cl)Cl (trichloroacetonitrile), Cl (hydrogen chloride). Solvent: [Br-].[Al+3].[Br-].[Br-] (aluminum bromide), ClCCl (dichloromethane). Run at temperature 28 celsius. Yields the product ClC(C1=NC(=NC(=N1)C(Cl)(Cl)Cl)C1=CC=C(C=CC(=O)OC)C=C1)(Cl)Cl (methyl 4-(4,6-bis(trichloromethyl)-s-triazin-2-yl)cinnamate). As a reaction SMILES: [C:1]([C:3]1[CH:14]=[CH:13][C:6]([CH:7]=[CH:8][C:9]([O:11][CH3:12])=[O:10])=[CH:5][CH:4]=1)#[N:2].[ClH:15].[Cl:16][C:17]([Cl:21])([Cl:20])[C:18]#[N:19]>[Br-].[Al+3].[Br-].[Br-].ClCCl>[Cl:16][C:17]([Cl:21])([Cl:20])[C:18]1[N:19]=[C:18]([C:17]([Cl:20])([Cl:16])[Cl:15])[N:19]=[C:1]([C:3]2[CH:14]=[CH:13][C:6]([CH:7]=[CH:8][C:9]([O:11][CH3:12])=[O:10])=[CH:5][CH:4]=2)[N:2]=1 |f:3.4.5.6|. Procedure details: Methyl 4-cyanocinnamate (46 pw) is suspended in the absence of moisture and at 24 to 28° C. in a mixture of trichloroacetonitrile (208.2 pw) and aluminum bromide (7.68 pw). The mixture is stirred, and hydrogen chloride is introduced at constant temperature. Temporarily, an almost clear solution is formed, but soon thereafter the mixture becomes syrup-like. Introduction of hydrogen chloride gas is stopped after 4 hours, stirring is discontinued and the mixture is maintained at 28° C. for 12 hours...